This data is from the Open Reaction Database (ORD), a public repository of structured organic reaction records. The task is: describe an organic reaction: reactants, conditions, products, and yield The reactants are CC(C)C(=O)Cl, Nc1ccc([N+](=O)[O-])c(C(F)(F)F)c1, c1ccncc1. The product is CC(C)C(=O)Nc1ccc([N+](=O)[O-])c(C(F)(F)F)c1. Reaction SMILES: [C:15]([CH:16]([CH3:17])[CH3:18])(=[O:19])[Cl:20].[N+:1](=[O:2])([O-:3])[c:4]1[c:5]([C:11]([F:12])([F:13])[F:14])[cH:6][c:7]([NH2:8])[cH:9][cH:10]1.[cH:21]1[cH:22][cH:23][n:24][cH:25][cH:26]1>>[N+:1](=[O:2])([O-:3])[c:4]1[c:5]([C:11]([F:12])([F:13])[F:14])[cH:6][c:7]([NH:8][C:15]([CH:16]([CH3:17])[CH3:18])=[O:19])[cH:9][cH:10]1. Reactants: ethyl ester, CNC=1C(C(=O)N2[C@H](C(=O)O)CCC2)=CC=CC1 (1-(N-methylanthraniloyl)proline), C[O-].[Na+] (sodium methylate). The solvent is C(C)O (ethanol). Product: CN1C(C2N(C(C3=C1C=CC=C3)=O)CCC2)=O (Racemic 1,2,3,11a-Tetrahydro-10-methyl-5H-pyrrolo[2,1-c][1,4]benzodiazepin-5,11(10H)-dione). Reaction SMILES: [CH3:1][NH:2][C:3]1[C:4](=[CH:15][CH:16]=[CH:17][CH:18]=1)[C:5]([N:7]1[CH2:14][CH2:13][CH2:12][C@H:8]1[C:9](O)=[O:10])=[O:6].C[O-].[Na+]>C(O)C>[CH3:1][N:2]1[C:3]2[CH:18]=[CH:17][CH:16]=[CH:15][C:4]=2[C:5](=[O:6])[N:7]2[CH2:14][CH2:13][CH2:12][CH:8]2[C:9]1=[O:10] |f:1.2|. Procedure details: Ten grams of the ethyl ester of 1-(N-methylanthraniloyl)proline is dissolved in 100 ml. of ethanol and 3.0 g. of sodium methylate is added. The reaction mixture is heated at reflux temperature for 8 hours and concentrated to remove the solvent. The residue is shaken with benzene and the benzene solution is washed twice with water and concentrated. The residue is purified by recrystallization from ethyl acetate. Reactants: C(C)(=O)NCC1=C(C=CC(=C1)[N+](=O)[O-])O (2-acetamidomethyl-4-nitro-phenol). Reagents/catalysts: [Pt] (platinum). Run in C(C)O (ethanol), [H][H] (hydrogen). Product: C(C)(=O)NCC1=C(C=CC(=C1)N)O (2-acetamidomethyl-4-amino-phenol). RXN SMILES: [C:1]([NH:4][CH2:5][C:6]1[CH:11]=[C:10]([N+:12]([O-])=O)[CH:9]=[CH:8][C:7]=1[OH:15])(=[O:3])[CH3:2]>C(O)C.[H][H].[Pt]>[C:1]([NH:4][CH2:5][C:6]1[CH:11]=[C:10]([NH2:12])[CH:9]=[CH:8][C:7]=1[OH:15])(=[O:3])[CH3:2]. Procedure: 2.3 g (0.012 mole) of the nitro compound of step 3 is dissolved in ethanol and hydrated with hydrogen using a platinum catalyst. After absorbing the theoretical quantity of hydrogen the catalyst is suction filtered off, acidified with hydrochloric acid, and the solvent is evaporated in a vacuum. The compound forms a non-crystallizing oil. The reactants are C(C1=CC=CC=C1)OC(=O)N1CCC(CC1)=O (4-oxo-piperidine-1-carboxylic acid benzyl ester), CN (methylamine), TEA, C(C)(C)(C)OC(=O)OC(=O)OC(C)(C)C (di-tert.butyl-dicarbonat). Run in O1CCOCC1 (dioxane), CCOCC (ether). Conditions: time 15 minute. Product: C(C1=CC=CC=C1)OC(=O)N1CCC(CC1)N(C)C(=O)OC(C)(C)C (4-(tert-Butoxycarbonyl-methyl-amino)-piperidine-1-carboxylic acid benzyl ester). Reaction SMILES: [CH2:1]([O:8][C:9]([N:11]1[CH2:16][CH2:15][C:14](=O)[CH2:13][CH2:12]1)=[O:10])[C:2]1[CH:7]=[CH:6][CH:5]=[CH:4][CH:3]=1.[CH3:18][NH2:19].[C:20]([O:24][C:25]([O:27]C(OC(C)(C)C)=O)=O)([CH3:23])([CH3:22])[CH3:21]>O1CCOCC1.CCOCC>[CH2:1]([O:8][C:9]([N:11]1[CH2:16][CH2:15][CH:14]([N:19]([C:25]([O:24][C:20]([CH3:23])([CH3:22])[CH3:21])=[O:27])[CH3:18])[CH2:13][CH2:12]1)=[O:10])[C:2]1[CH:7]=[CH:6][CH:5]=[CH:4][CH:3]=1. Reported procedure: A mixture of commercially available 4-oxo-piperidine-1-carboxylic acid benzyl ester (4.67 g, 20 mmol) and methylamine (8 M in EtOH, 12.5 mL, 100 mmol) in dioxane (total volume of 100 mL) is stirred at r.t. for 15 min. NaBHAc3 (6.4 g, 30 mmol) is added and the mixture is stirred for 15 h. The mixture is quenched with 1 M aq. NaOH (30 mL) and stirred at r.t. for 30 min. The mixture is diluted with water (50 mL) and extracted with CH2Cl2 (3×75 mL). The organic extracts are dried (Na2SO4), filtered ... Starting materials: C1(=C(C(=O)C(=C(C1=O)Cl)Cl)Cl)Cl (chloranil), C(C)OC(=O)C1C(C2=C(N=C(N=C2C)N2CCCC2)N(C1)C1CC1)=O (2-pyrrolidino-4-methyl-8-cyclopropyl-5-oxo-5,6,7,8-tetrahydro-pyrido[2,3-d]pyrimidine-6-carboxylic acid ethyl ester). Solvent: C1(=CC=CC=C1)C (toluene). Product: N1(CCCC1)C=1N=C(C2=C(N1)N(C=C(C2=O)C(=O)O)C2CC2)C (2-pyrrolidino-4-methyl-8-cyclopropyl-5-oxo-5,8-dihydro-pyrido[2,3-d]pyrimidine-6-carboxylic acid). Yield: 51.6%. As a reaction SMILES: C1(Cl)C(=O)C(Cl)=C(Cl)C(=O)C=1Cl.C([O:15][C:16]([CH:18]1[CH2:33][N:32]([CH:34]2[CH2:36][CH2:35]2)[C:21]2[N:22]=[C:23]([N:27]3[CH2:31][CH2:30][CH2:29][CH2:28]3)[N:24]=[C:25]([CH3:26])[C:20]=2[C:19]1=[O:37])=[O:17])C>C1(C)C=CC=CC=1>[N:27]1([C:23]2[N:24]=[C:25]([CH3:26])[C:20]3[C:19](=[O:37])[C:18]([C:16]([OH:17])=[O:15])=[CH:33][N:32]([CH:34]4[CH2:36][CH2:35]4)[C:21]=3[N:22]=2)[CH2:31][CH2:30][CH2:29][CH2:28]1. Procedure: 100 ml of toluene and 2.5 g of chloranil are added to 3.4 g of 2-pyrrolidino-4-methyl-8-cyclopropyl-5-oxo-5,6,7,8-tetrahydro-pyrido[2,3-d]pyrimidine-6-carboxylic acid ethyl ester. The mixture is warmed at 80°-90° C. for 30 minutes, the solvent is stripped off in vacuo and the residue is recrystallised from acetonitrile. The resulting 2.2 g of the ester with a melting point of 170°-175° C. are heated with 20 ml of ethanol and a solution of 1.2 g of potassium hydroxide in 60 ml of H2O for 2.5 hour... The reactants are C(C)OC1(OC1CCC1=CC=CC=C1)C(F)(F)F (2-ethoxy-3-phenethyl-2-(trifluoromethyl)oxirane), O1C2=C(NCC1)C=CC=C2 (3,4-dihydro-2H-benzo[b][1,4]oxazine). Solvent: FC(C(C(F)(F)F)O)(F)F (hexafluoroisopropanol). Yields the product C(CC1=CC=CC=C1)C1N2C3=C(C=CC=C3C1(O)C(F)(F)F)OCC2 (5-phenethyl-6-(trifluoromethyl)-2,3,5,6-tetrahydro-[1,4]oxazino[2,3,4-hi]indol-6-ol). As a reaction SMILES: C(O[C:4]1([C:15]([F:18])([F:17])[F:16])[CH:6]([CH2:7][CH2:8][C:9]2[CH:14]=[CH:13][CH:12]=[CH:11][CH:10]=2)[O:5]1)C.[O:19]1[CH2:24][CH2:23][NH:22][C:21]2[CH:25]=[CH:26][CH:27]=[CH:28][C:20]1=2>FC(F)(F)C(O)C(F)(F)F>[CH2:7]([CH:6]1[C:4]([C:15]([F:16])([F:17])[F:18])([OH:5])[C:25]2[C:21]3=[C:20]([O:19][CH2:24][CH2:23][N:22]13)[CH:28]=[CH:27][CH:26]=2)[CH2:8][C:9]1[CH:10]=[CH:11][CH:12]=[CH:13][CH:14]=1. Procedure details: A solution of 2-ethoxy-3-phenethyl-2-(trifluoromethyl)oxirane (340 mg, 1.3 mmol) and 3,4-dihydro-2H-benzo[b][1,4]oxazine (177 mg, 1.3 mmol) in hexafluoroisopropanol was stirred at room temperature overnight. The solvent was evaporated and the residue purified by reverse-phase HPLC (CH3CN/0.1% trifluoroacetic acid) to yield 5-phenethyl-6-(trifluoromethyl)-2,3,5,6-tetrahydro-[1,4]oxazino[2,3,4-hi]indol-6-ol as a solid (MS m/z 350 MH+). Reactants: C1CCOC1, COc1ccc(B(O)O)cc1, O=[N+]([O-])c1ccc(Cl)cc1, [F-], [K+]. Product: COc1ccc(-c2ccc([N+](=O)[O-])cc2)cc1. As a reaction SMILES: [CH2:24]1[O:25][CH2:26][CH2:27][CH2:28]1.[CH3:11][O:12][c:13]1[cH:14][cH:15][c:16]([B:19]([OH:20])[OH:21])[cH:17][cH:18]1.[Cl:1][c:2]1[cH:3][cH:4][c:5]([N+:8](=[O:9])[O-:10])[cH:6][cH:7]1.[F-:22].[K+:23]>>[c:2]1(-[c:16]2[cH:15][cH:14][c:13]([O:12][CH3:11])[cH:18][cH:17]2)[cH:3][cH:4][c:5]([N+:8](=[O:9])[O-:10])[cH:6][cH:7]1.